From a dataset of the Open Reaction Database (ORD), a public repository of structured organic reaction records. describe an organic reaction: reactants, conditions, products, and yield Solvent: CN(C)C=O (DMF). Starting materials: NC1=CC=C(C=C1)C1CCC(CC1)N1CC(C1)NC(=O)CNC(C1=CC(=CC=C1)C(F)(F)F)=O (N-({1-[4-(4-Amino-phenyl)-cyclohexyl]-azetidin-3-ylcarbamoyl}-methyl)-3-trifluoromethyl-benzamide), C(C)(C)(C)N=C=O (t-butyl-isocyanate). Reported procedure: N-({1-[4-(4-Amino-phenyl)-cyclohexyl]-azetidin-3-ylcarbamoyl}-methyl)-3-trifluoromethyl-benzamide (as prepared in Example 15, 100 mg, 0.21 mmol) in DMF (2 mL) was treated with t-butyl-isocyanate (Aldrich, 25 mg, 0.25 mmol) at room temperature for 48 hours. The reaction mixture was directly purified on a silica gel column using a CombiFlash® system using ethyl acetate and 7N NH3 in MeOH as eluent (from pure ethyl acetate to 5% 7N NH3 in MeOH in ethyl acetate) to afford the title compound as a whi... Reaction SMILES: [NH2:1][C:2]1[CH:7]=[CH:6][C:5]([CH:8]2[CH2:13][CH2:12][CH:11]([N:14]3[CH2:17][CH:16]([NH:18][C:19]([CH2:21][NH:22][C:23](=[O:34])[C:24]4[CH:29]=[CH:28][CH:27]=[C:26]([C:30]([F:33])([F:32])[F:31])[CH:25]=4)=[O:20])[CH2:15]3)[CH2:10][CH2:9]2)=[CH:4][CH:3]=1.[C:35]([N:39]=[C:40]=[O:41])([CH3:38])([CH3:37])[CH3:36]>CN(C=O)C>[C:35]([NH:39][C:40](=[O:41])[NH:1][C:2]1[CH:3]=[CH:4][C:5]([CH:8]2[CH2:13][CH2:12][CH:11]([N:14]3[CH2:15][CH:16]([NH:18][C:19]([CH2:21][NH:22][C:23](=[O:34])[C:24]4[CH:29]=[CH:28][CH:27]=[C:26]([C:30]([F:33])([F:31])[F:32])[CH:25]=4)=[O:20])[CH2:17]3)[CH2:10][CH2:9]2)=[CH:6][CH:7]=1)([CH3:38])([CH3:37])[CH3:36]. Yields the product C(C)(C)(C)NC(NC1=CC=C(C=C1)C1CCC(CC1)N1CC(C1)NC(=O)CNC(C1=CC(=CC=C1)C(F)(F)F)=O)=O (N-[(1-{4-[4-(3-tert-Butyl-ureido)-phenyl]-cyclohexyl}-azetidin-3-ylcarbamoyl)-methyl]-3-trifluoromethyl-benzamide). Reactants: O=C([O-])[O-], CCCc1cc2c(C(F)(F)F)c(C#N)ccc2[nH]1, CC#N, CSc1ncccc1-c1nc(CCl)no1, [Cs+], [Cs+]. The product is CCCc1cc2c(C(F)(F)F)c(C#N)ccc2n1Cc1noc(-c2cccnc2SC)n1. Reaction SMILES: [C:19](=[O:20])([O-:21])[O-:22].[CH2:1]([CH2:2][CH3:3])[c:4]1[nH:5][c:6]2[cH:7][cH:8][c:9]([C:17]#[N:18])[c:10]([C:13]([F:14])([F:15])[F:16])[c:11]2[cH:12]1.[CH3:40][C:41]#[N:42].[Cl:25][CH2:26][c:27]1[n:28][o:29][c:30](-[c:32]2[c:33]([S:38][CH3:39])[n:34][cH:35][cH:36][cH:37]2)[n:31]1.[Cs+:23].[Cs+:24]>>[CH2:1]([CH2:2][CH3:3])[c:4]1[n:5]([CH2:26][c:27]2[n:28][o:29][c:30](-[c:32]3[c:33]([S:38][CH3:39])[n:34][cH:35][cH:36][cH:37]3)[n:31]2)[c:6]2[cH:7][cH:8][c:9]([C:17]#[N:18])[c:10]([C:13]([F:14])([F:15])[F:16])[c:11]2[cH:12]1. Starting materials: N1=CC(=CC=C1)CNCCN (N-(3-pyridylmethyl)-ethylenediamine), C(=O)(N1C=NC=C1)N1C=NC=C1 (carbonyldiimidazole). Run in O1CCCC1 (tetrahydrofuran). Reaction conditions: temperature 0 celsius, time 30 minute. Product: N1=CC(=CC=C1)CN1C(NCC1)=O (1-(3-pyridylmethyl)-2-imidazolidinone). Yield: 87.8%. RXN SMILES: [N:1]1[CH:6]=[CH:5][CH:4]=[C:3]([CH2:7][NH:8][CH2:9][CH2:10][NH2:11])[CH:2]=1.[C:12](N1C=CN=C1)(N1C=CN=C1)=[O:13]>O1CCCC1>[N:1]1[CH:6]=[CH:5][CH:4]=[C:3]([CH2:7][N:8]2[CH2:9][CH2:10][NH:11][C:12]2=[O:13])[CH:2]=1. Procedure: To a solution of 1.6 g of N-(3-pyridylmethyl)-ethylenediamine dissolved in 30 ml of tetrahydrofuran, 1.49 g of carbonyldiimidazole was added at 0° C. The mixture was stirred at 0° C. for 30 minutes, then at room temperature for 4 hours. The solvent was distilled off, and the residue was purified by silica gel column chromatorgraphy (solvent: chloroform-methanol=15:1) and recrystallized from a mixture of isopropanol and hexane to give 1.43 g of 1-(3-pyridylmethyl)-2-imidazolidinone. RXN SMILES: [CH3:1][c:2]1[c:3]([O:39][CH2:40][CH2:41][CH2:42][O:43][CH3:44])[c:4]([C:5](=[O:6])[OH:7])[cH:8][cH:9][c:10]1[CH2:11][O:12][CH:13]1[CH2:14][NH:15][CH2:16][CH2:17][CH:18]1[c:19]1[cH:20][cH:21][c:22]([O:25][CH2:26][CH2:27][CH2:28][O:29][CH2:30][c:31]2[c:32]([O:37][CH3:38])[cH:33][cH:34][cH:35][cH:36]2)[cH:23][cH:24]1.[CH3:48][OH:49].[ClH:47].[Na+:46].[OH-:45]>>[cH:2]1[c:3]([O:39][CH2:40][CH2:41][CH2:42][O:43][CH3:44])[c:4]([C:5](=[O:6])[OH:7])[cH:8][cH:9][c:10]1[CH2:11][O:12][CH:13]1[CH2:14][NH:15][CH2:16][CH2:17][CH:18]1[c:19]1[cH:20][cH:21][c:22]([O:25][CH2:26][CH2:27][CH2:28][O:29][CH2:30][c:31]2[c:32]([O:37][CH3:38])[cH:33][cH:34][cH:35][cH:36]2)[cH:23][cH:24]1. Product: COCCCOc1cc(COC2CNCCC2c2ccc(OCCCOCc3ccccc3OC)cc2)ccc1C(=O)O. Reactants: COCCCOc1c(C(=O)O)ccc(COC2CNCCC2c2ccc(OCCCOCc3ccccc3OC)cc2)c1C, CO, Cl, [Na+], [OH-].